This data is from the Open Reaction Database (ORD), a public repository of structured organic reaction records. The task is: describe an organic reaction: reactants, conditions, products, and yield Starting materials: ClC=1C=C(C=O)C=CC1Cl (3,4-dichlorobenzaldehyde), C(#N)[Si](C)(C)C (cyanotrimethylsilane), solution, CN (methylamine). The reagents and catalysts are [I-].[Zn+2].[I-] (zinc iodide). Run in CCO (EtOH). Run at time 30 minute. The product is Cl.ClC=1C=C(C=CC1Cl)C(C#N)NC (2-(3,4-Dichlorophenyl)-2-(methylamino)acetonitrile hydrochloride). As a reaction SMILES: [Cl:1][C:2]1[CH:3]=[C:4]([CH:7]=[CH:8][C:9]=1[Cl:10])[CH:5]=O.[C:11]([Si](C)(C)C)#[N:12].[CH3:17][NH2:18]>CCO.[I-].[Zn+2].[I-]>[ClH:1].[Cl:1][C:2]1[CH:3]=[C:4]([CH:5]([NH:12][CH3:11])[C:17]#[N:18])[CH:7]=[CH:8][C:9]=1[Cl:10] |f:4.5.6,7.8|. Procedure: A mixture of 10 g of 3,4-dichlorobenzaldehyde and 9.5 ml of cyanotrimethylsilane is cooled in an ice bath, 10 mg of zinc iodide are added and the mixture is stirred for 30 minutes at RT. 20 ml of a 33% solution of methylamine in EtOH are then added and the mixture is heated at 40° C. for 2 hours. The solvent is concentrated under vacuum, the residue is extracted with ether and the organic phase is dried over MgSO4 and filtered. A saturated solution of gaseous HCl in ether is added to the filtrat... Isolated yield 57.4%. As a reaction SMILES: [C:1]([CH2:5][CH2:6][N:7]1[C:15]2[C:10](=[CH:11][CH:12]=[CH:13][CH:14]=2)[C:9]([CH2:16][C:17]2[CH:18]=[N:19][CH:20]=[CH:21][CH:22]=2)=[C:8]1[CH:23]1[CH2:25][CH2:24]1)([O:3]C)=[O:2].[OH-].[Na+].CO>O>[C:1]([CH2:5][CH2:6][N:7]1[C:15]2[C:10](=[CH:11][CH:12]=[CH:13][CH:14]=2)[C:9]([CH2:16][C:17]2[CH:18]=[N:19][CH:20]=[CH:21][CH:22]=2)=[C:8]1[CH:23]1[CH2:25][CH2:24]1)([OH:3])=[O:2] |f:1.2|. Solvent: O (water). The product is C(=O)(O)CCN1C(=C(C2=CC=CC=C12)CC=1C=NC=CC1)C1CC1 (1-(2-carboxyethyl)-2-cyclopropyl-3-(3-pyridylmethyl)indole). Procedure: A mixture of 1-(2-carbomethoxyethyl)-2-cyclopropyl-3-(3-pyridylmethyl)indole (1.0 g), sodium hydroxide (0.18 g), methanol (1 ml) and water (10 ml) was heated under reflux for six hours. The resulting solution was evaporated to dryness and the residue was dissolved in a small volume of water. Acidification with acetic acid gave a solid which was filtered off, washed with water, dried and crystallised from isopropanol/petrol (b.p. 60°-80°) to give 1-(2-carboxyethyl)-2-cyclopropyl-3-(3-pyridylmethy... The reactants are C(=O)(OC)CCN1C(=C(C2=CC=CC=C12)CC=1C=NC=CC1)C1CC1 (1-(2-carbomethoxyethyl)-2-cyclopropyl-3-(3-pyridylmethyl)indole), [OH-].[Na+] (sodium hydroxide), CO (methanol). The reactants are [Br-].C1=C(C=CC2=CC=CC=C12)C(C)[P+](C1=CC=CC=C1)(C1=CC=CC=C1)C1=CC=CC=C1 (1-(2-naphthyl)ethyltriphenylphosphonium bromide), [Li]CCCC (n-BuLi), CC(CC=O)CC(C)(C)C (3,5,5-trimethylhexanal). Conditions: temperature 25 celsius, time 3 hour. Product: CC(CC=C(C)C1=CC2=CC=CC=C2C=C1)CC(C)(C)C (2-(5.7.7-Trimethyloct-2-en-2-yl)naphthalene). Isolated yield 46.2%. RXN SMILES: [Br-].[CH:2]1[C:11]2[C:6](=[CH:7][CH:8]=[CH:9][CH:10]=2)[CH:5]=[CH:4][C:3]=1[CH:12]([P+](C1C=CC=CC=1)(C1C=CC=CC=1)C1C=CC=CC=1)[CH3:13].[Li]CCCC.[CH3:38][CH:39]([CH2:43][C:44]([CH3:47])([CH3:46])[CH3:45])[CH2:40][CH:41]=O>>[CH3:38][CH:39]([CH2:43][C:44]([CH3:47])([CH3:46])[CH3:45])[CH2:40][CH:41]=[C:12]([C:3]1[CH:4]=[CH:5][C:6]2[C:11](=[CH:10][CH:9]=[CH:8][CH:7]=2)[CH:2]=1)[CH3:13] |f:0.1|. Reported procedure: Starting from (1-(2-naphthyl)ethyltriphenylphosphonium bromide (2.80 g, 5.63 mmol, 1.0 equiv.), n-BuLi (1.6 M in hexanes, 3.5 mL, 5.63 mmol, 1.0 equiv.) and 3,5,5-trimethylhexanal (1.20 g, 8.44 mmol, 1.5 equiv.), and after stirring the mixture at 25° C. for 3 h, 0.73 g (46%) of the title compound as a colorless oil was obtained after purification by flash chromatography on SiO2 (cyclohexane/EtOAc 997:3). Reactants: C(C)C1=CC=C(C=C1)C(C)=O (4'-ethylacetophenone), COC(N(C)C)OC (dimethylformamide dimethylacetal). The product is CN(C=CC(=O)C1=CC=C(C=C1)CC)C (3-Dimethylamino-4'-ethylacrylophenone). As a reaction SMILES: [CH2:1]([C:3]1[CH:8]=[CH:7][C:6]([C:9](=[O:11])[CH3:10])=[CH:5][CH:4]=1)[CH3:2].CO[CH:14](OC)[N:15]([CH3:17])[CH3:16]>>[CH3:14][N:15]([CH3:17])[CH:16]=[CH:10][C:9]([C:6]1[CH:7]=[CH:8][C:3]([CH2:1][CH3:2])=[CH:4][CH:5]=1)=[O:11]. Reported procedure: A mixture of 50 g. of 4'-ethylacetophenone and 50 ml. of dimethylformamide dimethylacetal is refluxed for 16 hours. Evaporation gave a thick oil which crystallized on the addition of hexane, m.p. 80°-81° C. Starting materials: Cc1cc(-c2ccc(Cl)c(Cl)c2)nc(-c2ccnc(Cl)c2)n1, CC1(C)OB(c2ccc(N)nc2)OC1(C)C. Yields the product Cc1cc(-c2ccc(Cl)c(Cl)c2)nc(-c2ccnc(-c3ccc(N)nc3)c2)n1. RXN SMILES: [Cl:1][c:2]1[n:3][cH:4][cH:5][c:6](-[c:8]2[n:9][c:10]([CH3:22])[cH:11][c:12](-[c:14]3[cH:15][c:16]([Cl:21])[c:17]([Cl:20])[cH:18][cH:19]3)[n:13]2)[cH:7]1.[NH2:23][c:24]1[n:25][cH:26][c:27]([B:30]2[O:31][C:32]([CH3:33])([CH3:34])[C:35]([CH3:36])([CH3:37])[O:38]2)[cH:28][cH:29]1>>[c:2]1(-[c:27]2[cH:26][n:25][c:24]([NH2:23])[cH:29][cH:28]2)[n:3][cH:4][cH:5][c:6](-[c:8]2[n:9][c:10]([CH3:22])[cH:11][c:12](-[c:14]3[cH:15][c:16]([Cl:21])[c:17]([Cl:20])[cH:18][cH:19]3)[n:13]2)[cH:7]1. Reactants: C1(=CC=CC=C1)C=1C=NC=2N(C1)C=NN2 (6-(phenyl)-1,2,4-triazolo[4,3-a]pyrimidine). Solvent: C(=O)O (formic acid). The product is C1(=CC=CC=C1)C=1C=NC=2N(C1)N=CN2 (6-(Phenyl)-1,2,4-triazolo[1,5-a]pyrimidine). Reaction SMILES: [C:1]1([C:7]2[CH:8]=[N:9][C:10]3[N:11]([CH:13]=[N:14][N:15]=3)[CH:12]=2)[CH:6]=[CH:5][CH:4]=[CH:3][CH:2]=1>C(O)=O>[C:1]1([C:7]2[CH:8]=[N:9][C:10]3[N:15]([N:14]=[CH:13][N:11]=3)[CH:12]=2)[CH:6]=[CH:5][CH:4]=[CH:3][CH:2]=1. Procedure details: A mixture of 1.0 g. of 6-(phenyl)-1,2,4-triazolo[4,3-a]pyrimidine and 10 ml. of 97% formic acid is refluxed for 5 hours and the excess formic acid is removed under reduced pressure. The solid residue is collected, washed with hexane and recrystallized from glacial acetic acid to give the product as crystals, m.p. 164°-167° C. Starting materials: CCOC(=O)c1coc(N2CC(C(C)(C)C)C2O[SiH](c2ccccc2)c2ccccc2)n1, C[Al](C)C, CN, CC(=O)O, O, c1ccccc1. Yields the product CC(C)(C)C1CN(c2nc(C(N)=O)co2)C1O[SiH](c1ccccc1)c1ccccc1. As a reaction SMILES: [C:1]([CH3:2])([CH3:3])([CH3:4])[CH:5]1[CH:6]([O:19][SiH:20]([c:21]2[cH:22][cH:23][cH:24][cH:25][cH:26]2)[c:27]2[cH:28][cH:29][cH:30][cH:31][cH:32]2)[N:7]([c:9]2[o:10][cH:11][c:12]([C:14](=[O:15])[O:16][CH2:17][CH3:18])[n:13]2)[CH2:8]1.[CH3:33][Al:34]([CH3:35])[CH3:36].[CH3:37][NH2:38].[CH3:39][C:40](=[O:41])[OH:42].[OH2:49].[cH:43]1[cH:44][cH:45][cH:46][cH:47][cH:48]1>>[C:1]([CH3:2])([CH3:3])([CH3:4])[CH:5]1[CH:6]([O:19][SiH:20]([c:21]2[cH:22][cH:23][cH:24][cH:25][cH:26]2)[c:27]2[cH:28][cH:29][cH:30][cH:31][cH:32]2)[N:7]([c:9]2[o:10][cH:11][c:12]([C:14](=[O:15])[NH2:38])[n:13]2)[CH2:8]1.